Dataset: the Open Reaction Database (ORD), a public repository of structured organic reaction records. Task: describe an organic reaction: reactants, conditions, products, and yield Reactants: CCOC(C)=O, CC#N, ClCc1noc(-c2ccccc2)n1, O=C(OC1CN2CCC1CC2)C(Nc1ccccc1)c1ccccc1. Yields the product [Cl-], O=C(OC1C[N+]2(Cc3noc(-c4ccccc4)n3)CCC1CC2)C(Nc1ccccc1)c1ccccc1. RXN SMILES: [CH3:39][CH2:40][O:41][C:42]([CH3:43])=[O:44].[CH3:45][C:46]#[N:47].[Cl:26][CH2:27][c:28]1[n:29][o:30][c:31](-[c:33]2[cH:34][cH:35][cH:36][cH:37][cH:38]2)[n:32]1.[c:1]1([CH:7]([C:8](=[O:9])[O:10][CH:11]2[CH2:12][N:13]3[CH2:14][CH2:15][CH:16]2[CH2:17][CH2:18]3)[NH:19][c:20]2[cH:21][cH:22][cH:23][cH:24][cH:25]2)[cH:2][cH:3][cH:4][cH:5][cH:6]1>>[Cl-:26].[c:1]1([CH:7]([C:8](=[O:9])[O:10][CH:11]2[CH2:12][N+:13]3([CH2:27][c:28]4[n:29][o:30][c:31](-[c:33]5[cH:34][cH:35][cH:36][cH:37][cH:38]5)[n:32]4)[CH2:14][CH2:15][CH:16]2[CH2:17][CH2:18]3)[NH:19][c:20]2[cH:21][cH:22][cH:23][cH:24][cH:25]2)[cH:2][cH:3][cH:4][cH:5][cH:6]1. Reactants: BrC(C(=O)OCC)CCC (Ethyl 2-bromovalerate), C(C)OP(OCC)OCC (triethylphosphite). The product is CCCC(C(=O)OCC)P(=O)(OCC)OCC (triethyl 2-phosphonovalerate). Reaction SMILES: Br[CH:2]([CH2:8][CH2:9][CH3:10])[C:3]([O:5][CH2:6][CH3:7])=[O:4].[CH2:11]([O:13][P:14]([O:18]CC)[O:15][CH2:16][CH3:17])[CH3:12]>>[CH3:10][CH2:9][CH2:8][CH:2]([P:14]([O:15][CH2:16][CH3:17])([O:13][CH2:11][CH3:12])=[O:18])[C:3]([O:5][CH2:6][CH3:7])=[O:4]. Procedure: In analogy to the procedure given in Example 3: Ethyl 2-bromovalerate was treated with triethylphosphite to give triethyl 2-phosphonovalerate as a colorless clear liquid, b.p.=95°-110° C. (0.175 mm of Hg). The reactants are C([C@@H]1[C@H]([C@@H]([C@H]([C@H](O1)O[C@]2([C@H]([C@@H]([C@H](O2)CO)O)O)CO)O)O)O)O (sucrose), CN[C@H]1C[C@H]([C@@H]([C@H]([C@@H]1O)O[C@H]2[C@@H]3[C@H]([C@H]([C@H](O2)CO)O)OC4(O3)[C@@H]([C@@H]([C@H]([C@H](O4)[C@H](CO)N)O)O)O)O)N (hygromycin B). Solvent: obtained solution. Reaction conditions: time 2 hour. Yields the product CN[C@@H]1C[C@@H]([C@H]([C@@H]([C@H]1O)O[C@@H]2[C@H]3[C@H]([C@H]([C@H](O2)CO)O)O[C@]4(O3)[C@@H]([C@H]([C@H]([C@H](O4)[C@@H](CO)N)O)O)O)O)N (hygromycin). As a reaction SMILES: C(O)[C@H]1O[C@H](O[C@]2(CO)O[C@H](CO)[C@@H](O)[C@@H]2O)[C@H](O)[C@@H](O)[C@@H]1O.[CH3:24][NH:25][C@@H:26]1[C@@H:31]([OH:32])[C@H:30]([O:33][C@@H:34]2[O:39][C@H:38]([CH2:40][OH:41])[C@H:37]([OH:42])[C@@H:36]3[O:43][C:44]4([O:50][C@H:49]([C@@H:51]([NH2:54])[CH2:52][OH:53])[C@H:48]([OH:55])[C@@H:47]([OH:56])[C@H:46]4[OH:57])[O:45][C@H:35]23)[C@@H:29]([OH:58])[C@H:28]([NH2:59])[CH2:27]1>>[CH3:24][NH:25][C@H:26]1[C@H:31]([OH:32])[C@@H:30]([O:33][C@H:34]2[O:39][C@H:38]([CH2:40][OH:41])[C@H:37]([OH:42])[C@@H:36]3[O:43][C@:44]4([O:50][C@H:49]([C@H:51]([NH2:54])[CH2:52][OH:53])[C@H:48]([OH:55])[C@H:47]([OH:56])[C@H:46]4[OH:57])[O:45][C@@H:35]23)[C@H:29]([OH:58])[C@@H:28]([NH2:59])[CH2:27]1. Reported procedure: After completion of the electroshock, 1 ml of Vogel's minimal medium that contained 1.2% sucrose was added to the resultant, and the obtained mixture was then incubated at 30° C. for 2 hours. 200 μl of the obtained solution was applied to and expanded on an agar medium that contained hygromycin B (500 μg/ml). A hygromycin-resistance colony was isolated, and it was then confirmed by PCR whether or not substitution took place in the target locus. In addition, it was also confirmed by the Southern ... Reactants: COC1=C(C(=O)O)C=C(C=C1)S(=O)(=O)C (2-methoxy-5-methylsulfonylbenzoic acid), Cl.C(C)OCCN1C(=NC2=C1C=CC=C2)NC2CCN(CC2)CCC2(CNCC2)C2=CC=CC=C2 (3-(2-(4-(1-(2-ethoxyethyl)-1H-benzimidazol-2-yl-amino)piperidin-1-yl)ethyl)-3-phenylpyrrolidine hydrochloric acid salt). Product: COC1=C(C(=O)N2CC(CC2)(C2=CC=CC=C2)CCN2CCC(CC2)NC2=NC3=C(N2CCOCC)C=CC=C3)C=C(C=C1)S(=O)(=O)C (1-(2-methoxy-5-methylsulfonylbenzoyl)-3-(2-(4-(1-(2-ethoxyethyl)-1H-benzimidazol-2-yl-amino)piperidin-1-yl)ethyl)-3-phenylpyrrolidine). Reaction SMILES: [CH3:1][O:2][C:3]1[CH:11]=[CH:10][C:9]([S:12]([CH3:15])(=[O:14])=[O:13])=[CH:8][C:4]=1[C:5]([OH:7])=O.Cl.[CH2:17]([O:19][CH2:20][CH2:21][N:22]1[C:26]2[CH:27]=[CH:28][CH:29]=[CH:30][C:25]=2[N:24]=[C:23]1[NH:31][CH:32]1[CH2:37][CH2:36][N:35]([CH2:38][CH2:39][C:40]2([C:45]3[CH:50]=[CH:49][CH:48]=[CH:47][CH:46]=3)[CH2:44][CH2:43][NH:42][CH2:41]2)[CH2:34][CH2:33]1)[CH3:18]>>[CH3:1][O:2][C:3]1[CH:11]=[CH:10][C:9]([S:12]([CH3:15])(=[O:14])=[O:13])=[CH:8][C:4]=1[C:5]([N:42]1[CH2:43][CH2:44][C:40]([CH2:39][CH2:38][N:35]2[CH2:36][CH2:37][CH:32]([NH:31][C:23]3[N:22]([CH2:21][CH2:20][O:19][CH2:17][CH3:18])[C:26]4[CH:27]=[CH:28][CH:29]=[CH:30][C:25]=4[N:24]=3)[CH2:33][CH2:34]2)([C:45]2[CH:50]=[CH:49][CH:48]=[CH:47][CH:46]=2)[CH2:41]1)=[O:7] |f:1.2|. Procedure details: Prepare by the method of Example 59.1 using 2-methoxy-5-methylsulfonylbenzoic acid and 3-(2-(4-(1-(2-ethoxyethyl)-1H-benzimidazol-2-yl-amino)piperidin-1-yl)ethyl)-3-phenylpyrrolidine hydrochloric acid salt (prepared from (−)-3-phenyl-3-(2-hydroxyethyl)pyrrolidine (R,R)-di-p-anisoyltartaric acid salt) to give the title compound.